Task: describe an organic reaction: reactants, conditions, products, and yield. Dataset: the Open Reaction Database (ORD), a public repository of structured organic reaction records The reactants are FC1=C(C=CC2=C1C(=C(O2)C2=CC=C(C=C2)F)C(NC)=O)C=2C=C(C(=O)O)C=CC2C (3-(4-fluoro-2-(4-fluorophenyl)-3-(methylcarbamoyl)benzofuran-5-yl)-4-methylbenzoic acid), N1C=CC2=NC(=CC=C21)C2(CC2)N (1-(1H-pyrrolo[3,2-b]pyridin-5-yl)cyclopropanamine). Product: N1C=CC2=NC(=CC=C21)C#N (1H-pyrrolo[3,2-b]pyridine-5-carbonitrile). As a reaction SMILES: FC1C2C(C(=O)NC)=C(C3C=CC(F)=CC=3)OC=2C=CC=1C1C=C(C=CC=1C)C(O)=O.[NH:32]1[C:40]2[C:35](=[N:36][C:37]([C:41]3([NH2:44])CC3)=[CH:38][CH:39]=2)[CH:34]=[CH:33]1>>[NH:32]1[C:40]2[C:35](=[N:36][C:37]([C:41]#[N:44])=[CH:38][CH:39]=2)[CH:34]=[CH:33]1. Reported procedure: This example was prepared from the coupling of 3-(4-fluoro-2-(4-fluorophenyl)-3-(methylcarbamoyl)benzofuran-5-yl)-4-methylbenzoic acid with 1-(1H-pyrrolo[3,2-b]pyridin-5-yl)cyclopropanamine (obtained from 1H-pyrrolo[3,2-b]pyridine-5-carbonitrile by the reaction using Ti(OiPr)4/EtMgBr/BF3OEt2). Purification was performed by Shimadzu-VP preparative reverse phase HPLC using the separation method: Solvent A=10% MeOH-90% H2O-0.1% TFA, Solvent B=90% MeOH-10% H2O-0.1% TFA, Start % B=10, Final % B=100, ... Reactants: C1CCNCC1, C=O, CO, NC(=O)c1ccccc1. Yields the product O=C(NCN1CCCCC1)c1ccccc1. RXN SMILES: [CH2:10]1[CH2:11][CH2:12][NH:13][CH2:14][CH2:15]1.[CH2:16]=[O:17].[CH3:18][OH:19].[NH2:1][C:2](=[O:3])[c:4]1[cH:5][cH:6][cH:7][cH:8][cH:9]1>>[NH:1]([C:2](=[O:3])[c:4]1[cH:5][cH:6][cH:7][cH:8][cH:9]1)[CH2:16][N:13]1[CH2:12][CH2:11][CH2:10][CH2:15][CH2:14]1.